This data is from the Open Reaction Database (ORD), a public repository of structured organic reaction records. The task is: describe an organic reaction: reactants, conditions, products, and yield Starting materials: ClC=1C=2N(C3=CC=CC=C3N1)C=NN2 (4-chloro-[1,2,4]triazolo[4,3-a]quinoxaline), product, C(C)N (monoethylamine). The solvent is CN(C=O)C (N,N-dimethylformamide). Reaction conditions: time 2 hour. Yields the product C(C)NC=1C=2N(C3=CC=CC=C3N1)C=NN2 (4-ethylamino-[1,2,4]triazolo[4,3-a]quinoxaline). The yield is 32.0%. As a reaction SMILES: Cl[C:2]1[C:3]2[N:4]([CH:12]=[N:13][N:14]=2)[C:5]2[C:10]([N:11]=1)=[CH:9][CH:8]=[CH:7][CH:6]=2.[CH2:15]([NH2:17])[CH3:16]>CN(C)C=O>[CH2:15]([NH:17][C:2]1[C:3]2[N:4]([CH:12]=[N:13][N:14]=2)[C:5]2[C:10]([N:11]=1)=[CH:9][CH:8]=[CH:7][CH:6]=2)[CH3:16]. Procedure details: A slurry of 2.0 g. (0.01 mole) of 4-chloro-[1,2,4]triazolo[4,3-a]quinoxaline (the product of Example 2) in N,N-dimethylformamide (30 ml.) was saturated with monoethylamine gas and stirred at room temperature for 2 hours. Monoethylamine gas was again bubbled through the mixture and stirring was continued for 2 hours. The precipitate was removed by filtration and washed with N,N-dimethylformamide. Recrystallization from methanol afforded 680 mg. (32% yield) 4-ethylamino-[1,2,4]triazolo[4,3-a]quino...